Dataset: the Open Reaction Database (ORD), a public repository of structured organic reaction records. Task: describe an organic reaction: reactants, conditions, products, and yield The reactants are O=C([O-])[O-], CO, CCOC(C)=O, C[Si](C)(C)C#Cc1ccc2c(c1)[nH]c1c(C(N)=O)cnc(NC(C3CC3)C(F)(F)F)c12, [K+], [K+]. Product: C#Cc1ccc2c(c1)[nH]c1c(C(N)=O)cnc(NC(C3CC3)C(F)(F)F)c12. Reaction SMILES: [C:32](=[O:33])([O-:34])[O-:35].[CH3:38][OH:39].[CH3:40][CH2:41][O:42][C:43]([CH3:44])=[O:45].[CH:1]1([CH:4]([C:5]([F:6])([F:7])[F:8])[NH:9][c:10]2[n:11][cH:12][c:13]([C:29](=[O:30])[NH2:31])[c:14]3[nH:15][c:16]4[cH:17][c:18]([C:23]#[C:24][Si:25]([CH3:26])([CH3:27])[CH3:28])[cH:19][cH:20][c:21]4[c:22]23)[CH2:2][CH2:3]1.[K+:36].[K+:37]>>[CH:1]1([CH:4]([C:5]([F:6])([F:7])[F:8])[NH:9][c:10]2[n:11][cH:12][c:13]([C:29](=[O:30])[NH2:31])[c:14]3[nH:15][c:16]4[cH:17][c:18]([C:23]#[CH:24])[cH:19][cH:20][c:21]4[c:22]23)[CH2:2][CH2:3]1. RXN SMILES: C(OC([N:11]1[C:19]2[C:14](=[CH:15][CH:16]=[C:17]([C:20]([O:22][CH3:23])=[O:21])[CH:18]=2)[CH:13]=[C:12]1[CH2:24][CH2:25][CH3:26])=O)C1C=CC=CC=1>CO.C(OCC)(=O)C.[Pd]>[CH2:24]([C:12]1[NH:11][C:19]2[C:14]([CH:13]=1)=[CH:15][CH:16]=[C:17]([C:20]([O:22][CH3:23])=[O:21])[CH:18]=2)[CH2:25][CH3:26]. The solvent is CO (methanol), C(C)(=O)OCC (ethyl acetate). The reagents and catalysts are [Pd] (palladium on carbon). Run at time 20 minute. Product: C(CC)C=1NC2=CC(=CC=C2C1)C(=O)OC (methyl 2-propylindole-6-carboxylate). Reactants: C(C1=CC=CC=C1)OC(=O)N1C(=CC2=CC=C(C=C12)C(=O)OC)CCC (methyl 1-benzyloxycarbonyl-2-propylindole-6-carboxylate). The yield is 90.6%. Procedure details: To a solution of methyl 1-benzyloxycarbonyl-2-propylindole-6-carboxylate (200 mg) in a mixture of methanol and ethyl acetate (1:1, 8 ml) was added 10% palladium on carbon (30 mg), and the mixture was stirred under hydrogen atmosphere or 20 minutes. The catalyst was removed by filtration through celite and washed with methanol. The filtrate was evaporated in vacuo to give methyl 2-propylindole-6-carboxylate (112 mg) as colorless crystals. Starting materials: NC=1C(=CC2=C(N(C(S2)=O)CC#C)C1)F (5-Amino-6-fluoro-3-(2-propynyl)-2(3H)-benzothiazolone), O (water), C1(C2=C(C(=O)O1)CCCC2)=O (3,4,5,6-tetrahydrophthalic anhydride), resultant suspension. The solvent is C(C)(=O)O (acetic acid). RXN SMILES: [NH2:1][C:2]1[C:3]([F:15])=[CH:4][C:5]2[S:9][C:8](=[O:10])[N:7]([CH2:11][C:12]#[CH:13])[C:6]=2[CH:14]=1.[C:16]1(=O)[O:21][C:19](=[O:20])[C:18]2[CH2:22][CH2:23][CH2:24][CH2:25][C:17]1=2.O>C(O)(=O)C>[F:15][C:3]1[C:2]([N:1]2[C:19](=[O:20])[C:18]3[CH2:22][CH2:23][CH2:24][CH2:25][C:17]=3[C:16]2=[O:21])=[CH:14][C:6]2[N:7]([CH2:11][C:12]#[CH:13])[C:8](=[O:10])[S:9][C:5]=2[CH:4]=1. Procedure details: 5-Amino-6-fluoro-3-(2-propynyl)-2(3H)-benzothiazolone (0.43 g) and 3,4,5,6-tetrahydrophthalic anhydride (0.32 g) were suspended in acetic acid (5 ml), and the resultant suspension was heated under reflux for 5 hours. After being allowed to cool, water was added thereto, and the resultant mixture was extracted with ethyl acetate. The extract was washed with water and an aqueous sodium bicarbonate solution, dried and concentrated. The residue was purified by silica gel thin layer chromatography wi... Yields the product FC1=CC2=C(N(C(S2)=O)CC#C)C=C1N1C(C=2CCCCC2C1=O)=O (2-[6-fluoro-3-(2-propynyl)-2(3H)-benzothiazolon-5-yl]-4,5,6,7-tetrahydro-2H-isoindole-1,3-dione). The yield is 18.9%. The reactants are FC=1C=C(C=C(C1)F)CC(=O)O (3,5-difluorophenylacetic acid), N[C@@H](C)C(=O)C1(C(N(C2=C(C(=N1)C1=C(C=CC=C1)Cl)C=C(C=C2)Cl)C)=O)N (3-(L-alaninyl)-amino-7-chloro-2,3-dihydro-1-methyl-5-(2-chlorophenyl)-1H-1,4-benzodiazepin-2-one). Product: FC=1C=C(C=C(C1)F)CC(=O)N[C@@H](C)C(=O)C1(C(N(C2=C(C(=N1)C1=C(C=CC=C1)Cl)C=C(C=C2)Cl)C)=O)N (3-[N′-(3,5-Difluorophenylacetyl)-L-alaninyl]-amino-7-chloro-2,3-dihydro-1-methyl-5-(2-chlorophenyl)-1H-1,4-benzodiazepin-2-one). Reaction SMILES: [F:1][C:2]1[CH:3]=[C:4]([CH2:9][C:10]([OH:12])=O)[CH:5]=[C:6]([F:8])[CH:7]=1.[NH2:13][C@H:14]([C:16]([C:18]1([NH2:39])[N:24]=[C:23]([C:25]2[CH:30]=[CH:29][CH:28]=[CH:27][C:26]=2[Cl:31])[C:22]2[CH:32]=[C:33]([Cl:36])[CH:34]=[CH:35][C:21]=2[N:20]([CH3:37])[C:19]1=[O:38])=[O:17])[CH3:15]>>[F:8][C:6]1[CH:5]=[C:4]([CH2:9][C:10]([NH:13][C@H:14]([C:16]([C:18]2([NH2:39])[N:24]=[C:23]([C:25]3[CH:30]=[CH:29][CH:28]=[CH:27][C:26]=3[Cl:31])[C:22]3[CH:32]=[C:33]([Cl:36])[CH:34]=[CH:35][C:21]=3[N:20]([CH3:37])[C:19]2=[O:38])=[O:17])[CH3:15])=[O:12])[CH:3]=[C:2]([F:1])[CH:7]=1. Procedure details: Following General Procedure D above using 3,5-difluorophenylacetic acid (Oakwood Products, Inc.) and 3-(L-alaninyl)-amino-7-chloro-2,3-dihydro-1-methyl-5-(2-chlorophenyl)-1H-1,4-benzodiazepin-2-one (Example 8-F), the title compound was prepared as a white solid. Reactants: Cl (hydrochloric acid), C(C)(C)N(CC)C(C)C (diisopropylethylamine), COCCl (chloromethyl methyl ether), C(C)(C)N(CC)C(C)C (diisopropylethylamine), COCCl (chloromethyl methyl ether), C(C)OC(=O)NC1=C(C(=O)OCC)C(=CC=C1F)O (ethyl 2-(N-ethoxycarbonylamino)-3-fluoro-6-hydroxybenzoate), C(C)(C)N(CC)C(C)C (diisopropylethylamine), COCCl (chloromethyl methyl ether). Run in ClCCl (dichloromethane). Conditions: time 1.5 hour. The product is C(C)OC(=O)NC1=C(C(=O)OCC)C(=CC=C1F)OCOC (ethyl 2-(N-ethoxycarbonylamino)-3-fluoro-6-methoxymethoxybenzoate). RXN SMILES: [CH2:1]([O:3][C:4]([NH:6][C:7]1[C:17]([F:18])=[CH:16][CH:15]=[C:14]([OH:19])[C:8]=1[C:9]([O:11][CH2:12][CH3:13])=[O:10])=[O:5])[CH3:2].C(N(C(C)C)CC)(C)C.[CH3:29][O:30][CH2:31]Cl.Cl>ClCCl>[CH2:1]([O:3][C:4]([NH:6][C:7]1[C:17]([F:18])=[CH:16][CH:15]=[C:14]([O:19][CH2:29][O:30][CH3:31])[C:8]=1[C:9]([O:11][CH2:12][CH3:13])=[O:10])=[O:5])[CH3:2]. Procedure: 26.6 g of the resulting ethyl 2-(N-ethoxycarbonylamino)-3-fluoro-6-hydroxybenzoate was dissolved in 300 ml of dichloromethane under argon atmosphere, 20.5 ml of diisopropylethylamine and 9.0 ml of chloromethyl methyl ether were added under ice-cooling and the mixture was stirred at room temperature for 1.5 hours. Additional 20.5 ml of diisopropylethylamine and 9.0 ml of chloromethyl methyl ether were added and the mixture was stirred for 1.6 hours. Additional 5.1 ml of diisopropylethylamine and ... Starting materials: OC1=C(C=O)C=C(C=C1)OC (2-hydroxy-5-methoxybenzaldehyde), C(=O)([O-])[O-].[K+].[K+] (K2CO3), C(C)OC(CBr)OCC (bromoacetaldehyde diethyl acetal). Solvent: CN(C)C=O (DMF). Yields the product C(C)OC(COC1=C(C=O)C=C(C=C1)OC)OCC (2-(2,2-diethoxyethoxy)-5-methoxybenzaldehyde). The yield is 31.2%. Reaction SMILES: [OH:1][C:2]1[CH:9]=[CH:8][C:7]([O:10][CH3:11])=[CH:6][C:3]=1[CH:4]=[O:5].C([O-])([O-])=O.[K+].[K+].[CH2:18]([O:20][CH:21]([O:24][CH2:25][CH3:26])[CH2:22]Br)[CH3:19]>CN(C=O)C>[CH2:18]([O:20][CH:21]([O:24][CH2:25][CH3:26])[CH2:22][O:1][C:2]1[CH:9]=[CH:8][C:7]([O:10][CH3:11])=[CH:6][C:3]=1[CH:4]=[O:5])[CH3:19] |f:1.2.3|. Procedure details: To a stirred suspension containing 2-hydroxy-5-methoxybenzaldehyde (2.0 g, 13.16 mmol) and K2CO3 (2.18 g, 15.79 mmol) in DMF (20 mL), bromoacetaldehyde diethyl acetal (2.43 mL, 15.79 mmol) was added dropwise. The mixture was refluxed for 4 h. After cooling, the precipitate was filtered off and the solvent was evaporated in vacuo. The crude residue was adsorbed on silica gel and purified by flash chromatography. The product was eluted with hexane/EtOAc (4:1) to give the target compound 23 (1.10 g...